This data is from the Open Reaction Database (ORD), a public repository of structured organic reaction records. The task is: describe an organic reaction: reactants, conditions, products, and yield Starting materials: BrC1=CC(=NC=C1)C#N (4-bromopyridine-2-carbonitrile), [Cl-].[Na+] (sodium chloride), Cl (HCl), [OH-].[Na+] (NaOH). Solvent: O1CCCC1 (tetrahydrofuran). Run at temperature 0 celsius, time 16 hour. Yields the product BrC1=CC(=NC=C1)CN (C-(4-Bromopyridin-2-yl)-methylamine). Reaction SMILES: [Br:1][C:2]1[CH:7]=[CH:6][N:5]=[C:4]([C:8]#[N:9])[CH:3]=1.Cl.[OH-].[Na+].[Cl-].[Na+]>O1CCCC1>[Br:1][C:2]1[CH:7]=[CH:6][N:5]=[C:4]([CH2:8][NH2:9])[CH:3]=1 |f:2.3,4.5|. Reported procedure: A solution of 18.70 g of 4-bromopyridine-2-carbonitrile [62150-45-2] in 200 ml of tetrahydrofuran is admixed under argon dropwise with 500 ml of 1M borane-tetrahydrofuran complex solution. The reaction solution is subsequently left to stand at room temperature for 16 hours. The reaction solution is cooled to 0° C., admixed dropwise with 500 ml of 2M HCl and heated to reflux for 30 minutes. The reaction solution is cooled to room temperature, basified with 2M NaOH, saturated with sodium chloride ... The reactants are ClC1=C(C(=CC=C1)F)CCO (2-(2-chloro-6-fluoro-phenyl)-ethanol), ICC(=O)OCC (ethyl iodoacetate), C(C)(C)(C)C1=NC(=CC=C1)C(C)(C)C (2,6-di-tert-butylpyridin). Reagents/catalysts: FC(S(=O)(=O)[O-])(F)F.[Ag+] (silver trifluoromethanesulfonate). Yields the product C(C)OC(COCCC1=C(C=CC=C1F)Cl)=O ([2-(2-chloro-6-fluoro-phenyl)-ethoxy]-acetic acid ethyl ester). Reaction SMILES: [Cl:1][C:2]1[CH:7]=[CH:6][CH:5]=[C:4]([F:8])[C:3]=1[CH2:9][CH2:10][OH:11].I[CH2:13][C:14]([O:16][CH2:17][CH3:18])=[O:15].C(C1C=CC=C(C(C)(C)C)N=1)(C)(C)C>FC(F)(F)S([O-])(=O)=O.[Ag+]>[CH2:17]([O:16][C:14](=[O:15])[CH2:13][O:11][CH2:10][CH2:9][C:3]1[C:4]([F:8])=[CH:5][CH:6]=[CH:7][C:2]=1[Cl:1])[CH3:18] |f:3.4|. Reported procedure: In analogy to the procedure described in example 78.1, 2-(2-chloro-6-fluoro-phenyl)-ethanol was reacted with ethyl iodoacetate in the presence of silver trifluoromethanesulfonate and 2,6-di-tert-butylpyridin to give [2-(2-chloro-6-fluoro-phenyl)-ethoxy]-acetic acid ethyl ester as colorless liquid. 1H NMR (CDCl3): 1.28 (t, J=7.1 Hz, 3H), 3.15 (t, J=7.1 Hz, 2H), 3.73 (t, J=7.3 Hz, 2H), 4.11 (s, 2H), 4.22 (q, J=7.1 Hz, 2H), 6.96 (m, 1H), 7.09-7.19 (m, 2H). Reactants: FC(C(C(C(C(C(C(C(F)(F)F)(F)F)(F)F)(F)F)(F)F)(F)F)(F)F)(CCS)F (2-(Perfluorooctyl)ethanethiol), ClCCCl (1,2-dichloroethane), [OH-].[Na+] (sodium hydroxide). Run in O (water), O (water). Run at time 5 hour. The product is C(F)(F)(C(F)(F)C(F)(F)C(F)(F)C(F)(F)C(F)(F)C(F)(F)C(F)(F)F)CCSCCCl (C8F17CH2CH2SCH2CH2Cl). As a reaction SMILES: [F:1][C:2]([F:28])([CH2:25][CH2:26][SH:27])[C:3]([F:24])([F:23])[C:4]([F:22])([F:21])[C:5]([F:20])([F:19])[C:6]([F:18])([F:17])[C:7]([F:16])([F:15])[C:8]([F:14])([F:13])[C:9]([F:12])([F:11])[F:10].[Cl:29][CH2:30][CH2:31]Cl.[OH-].[Na+]>O>[C:2]([CH2:25][CH2:26][S:27][CH2:31][CH2:30][Cl:29])([C:3]([C:4]([C:5]([C:6]([C:7]([C:8]([C:9]([F:12])([F:11])[F:10])([F:14])[F:13])([F:16])[F:15])([F:17])[F:18])([F:20])[F:19])([F:21])[F:22])([F:23])[F:24])([F:28])[F:1] |f:2.3|. Procedure: 2-(Perfluorooctyl)ethanethiol (RF =C8F17, 4.80 g, 10.0 mmle) and 1,2-dichloroethane (29.67 g, 300 mmole) and 10 ml of water was stirred by magnet bar under nitrogen at ambient temperature, while sodium hydroxide (0.67 g, 16.7 mmole) in 20 ml of water was added dropwise during a half hour. An exotherm carried the temperature from 24.0° to 25.2°. A thick, white slurry was formed. After 5 hours of stirring at 23.5°, the white slurry had not separated into two liquid layers as in the procedures used... The reactants are C1CCOC1, CC(C)(C)O, CO, CC(C)(C)[O-], COC(=O)C(c1c[nH]c2ccccc12)C(C(=O)OC)c1cn2c3c(cccc13)CCC2, [K+], NCc1ccccc1, N, O=C1NC(=O)C(c2cn3c4c(cccc24)CCC3)C1c1c[nH]c2ccccc12, O=C1C(c2c[nH]c3ccccc23)C(c2cn3c4c(cccc24)CCC3)C(=O)N1c1ccccc1. Yields the product O=C1NC(=O)C(c2cn3c4c(cccc24)CCC3)C1c1c[nH]c2ccccc12. As a reaction SMILES: [CH2:116]1[O:117][CH2:118][CH2:119][CH2:120]1.[CH3:109][C:110]([OH:111])([CH3:112])[CH3:113].[CH3:114][OH:115].[CH3:71][C:72]([CH3:73])([O-:74])[CH3:75].[CH3:77][O:78][C:79](=[O:80])[CH:81]([c:82]1[c:83]2[c:84]3[c:85]([cH:86][cH:87][cH:88]2)[CH2:89][CH2:90][CH2:91][n:92]3[cH:93]1)[CH:94]([c:95]1[c:96]2[c:97]([cH:98][cH:99][cH:100][cH:101]2)[nH:102][cH:103]1)[C:104]([O:105][CH3:106])=[O:107].[K+:76].[NH2:1][CH2:2][c:3]1[cH:4][cH:5][cH:6][cH:7][cH:8]1.[NH3:108].[c:43]1([CH:44]2[CH:45]([c:46]3[c:47]4[c:48]([cH:49][cH:50][cH:51][cH:52]4)[nH:53][cH:54]3)[C:55](=[O:56])[NH:57][C:58]2=[O:59])[c:60]2[c:61]3[c:62]([cH:63][cH:64][cH:65]2)[CH2:66][CH2:67][CH2:68][n:69]3[cH:70]1.[c:9]1([CH:21]2[C:22](=[O:42])[N:23]([c:36]3[cH:37][cH:38][cH:39][cH:40][cH:41]3)[C:24](=[O:35])[CH:25]2[c:26]2[cH:27][nH:28][c:29]3[cH:30][cH:31][cH:32][cH:33][c:34]23)[cH:10][n:11]2[c:20]3[c:15]([cH:16][cH:17][cH:18][c:19]13)[CH2:14][CH2:13][CH2:12]2>>[c:9]1([CH:21]2[C:22](=[O:42])[NH:23][C:24](=[O:35])[CH:25]2[c:26]2[cH:27][nH:28][c:29]3[cH:30][cH:31][cH:32][cH:33][c:34]23)[cH:10][n:11]2[c:20]3[c:15]([cH:16][cH:17][cH:18][c:19]13)[CH2:14][CH2:13][CH2:12]2. The reactants are CCOC(=O)c1ccc(OCC2CCCN2)c(OC)c1, COc1cc(CC(=O)O)ccc1NC(=O)Nc1ccccc1C, CCOC(C)=O, CN(C)C=O. Yields the product CCOC(=O)c1ccc(OCC2CCCN2C(=O)Cc2ccc(NC(=O)Nc3ccccc3C)c(OC)c2)c(OC)c1. As a reaction SMILES: [CH3:1][O:2][c:3]1[cH:4][c:5]([C:6](=[O:7])[O:8][CH2:9][CH3:10])[cH:11][cH:12][c:13]1[O:14][CH2:15][CH:16]1[NH:17][CH2:18][CH2:19][CH2:20]1.[CH3:21][O:22][c:23]1[cH:24][c:25]([CH2:40][C:41](=[O:42])[OH:43])[cH:26][cH:27][c:28]1[NH:29][C:30](=[O:31])[NH:32][c:33]1[c:34]([CH3:39])[cH:35][cH:36][cH:37][cH:38]1.[CH3:49][CH2:50][O:51][C:52]([CH3:53])=[O:54].[O:44]=[CH:45][N:46]([CH3:47])[CH3:48]>>[CH3:1][O:2][c:3]1[cH:4][c:5]([C:6](=[O:7])[O:8][CH2:9][CH3:10])[cH:11][cH:12][c:13]1[O:14][CH2:15][CH:16]1[N:17]([C:41]([CH2:40][c:25]2[cH:24][c:23]([O:22][CH3:21])[c:28]([NH:29][C:30](=[O:31])[NH:32][c:33]3[c:34]([CH3:39])[cH:35][cH:36][cH:37][cH:38]3)[cH:27][cH:26]2)=[O:42])[CH2:18][CH2:19][CH2:20]1. The reactants are COC(=O)C=1COC2=CC=CC=C2C1 (2H-Chromene-3-carboxylic acid methyl ester), COC(=O)C1COC2=CC=C(C=C2C1)S(=O)(=O)Cl (6-Chlorosulfonyl-chroman-3-carboxylic acid methyl ester), COC(=O)C1COC2=CC=C(C=C2C1)S(=O)(=O)Cl (6-Chlorosulfonyl-chroman-3-carboxylic acid methyl ester). Yields the product COC(=O)C1COC2=CC=CC=C2C1 (Chroman-3-carboxylic acid methyl ester). Reaction SMILES: [CH3:1][O:2][C:3]([C:5]1[CH2:6][O:7][C:8]2[C:13]([CH:14]=1)=[CH:12][CH:11]=[CH:10][CH:9]=2)=[O:4].COC(C1CC2C(=CC=C(S(Cl)(=O)=O)C=2)OC1)=O>>[CH3:1][O:2][C:3]([CH:5]1[CH2:14][C:13]2[C:8](=[CH:9][CH:10]=[CH:11][CH:12]=2)[O:7][CH2:6]1)=[O:4]. Procedure details: Compound 17A was prepared according to the method of example 3A utilizing compound 16C. Compound 17A was prepared in 95% yield. MS: 193 (M−1)+. Preparation of 6-Chlorosulfonyl-chroman-3-carboxylic acid methyl ester (Compound 17B) Starting materials: CC(C)(C)[Si](C)(C)OCCCOc1cn(C2CCCC2)c2cc(NC3CCCCC3)c(F)cc2c1=O, C1CCOC1, O. Product: O=c1c(OCCCO)cn(C2CCCC2)c2cc(NC3CCCCC3)c(F)cc12. RXN SMILES: [C:6]([Si:7]([CH3:8])([CH3:9])[O:11][CH2:12][CH2:13][CH2:14][O:15][c:16]1[cH:17][n:18]([CH:35]2[CH2:36][CH2:37][CH2:38][CH2:39]2)[c:19]2[cH:20][c:21]([NH:28][CH:29]3[CH2:30][CH2:31][CH2:32][CH2:33][CH2:34]3)[c:22]([F:27])[cH:23][c:24]2[c:25]1=[O:26])([CH3:10])([CH3:40])[CH3:41].[CH2:1]1[O:2][CH2:3][CH2:4][CH2:5]1.[OH2:42]>>[OH:11][CH2:12][CH2:13][CH2:14][O:15][c:16]1[cH:17][n:18]([CH:35]2[CH2:36][CH2:37][CH2:38][CH2:39]2)[c:19]2[cH:20][c:21]([NH:28][CH:29]3[CH2:30][CH2:31][CH2:32][CH2:33][CH2:34]3)[c:22]([F:27])[cH:23][c:24]2[c:25]1=[O:26].